Task: describe an organic reaction: reactants, conditions, products, and yield. Dataset: the Open Reaction Database (ORD), a public repository of structured organic reaction records Starting materials: BrC=1C=C(C=NC1Cl)C(C)=O (1-(5-Bromo-6-chloropyridin-3-yl)ethanone), C1(CC1)N (cyclopropylamine). Yields the product BrC=1C=C(C=NC1Cl)C(C)NC1CC1 (N-[1-(5-bromo-6-chloropyridin-3-yl)ethyl]cyclopropylamine). Reaction SMILES: [Br:1][C:2]1[CH:3]=[C:4]([C:9](=O)[CH3:10])[CH:5]=[N:6][C:7]=1[Cl:8].[CH:12]1([NH2:15])[CH2:14][CH2:13]1>>[Br:1][C:2]1[CH:3]=[C:4]([CH:9]([NH:15][CH:12]2[CH2:14][CH2:13]2)[CH3:10])[CH:5]=[N:6][C:7]=1[Cl:8]. Procedure: 1-(5-Bromo-6-chloropyridin-3-yl)ethanone and cyclopropylamine were treated in the similar manner to Reference Example 6(6) to give N-[1-(5-bromo-6-chloropyridin-3-yl)ethyl]cyclopropylamine [REx(113-2)] as a pale yellow oil.